Dataset: the Open Reaction Database (ORD), a public repository of structured organic reaction records. Task: describe an organic reaction: reactants, conditions, products, and yield Reactants: ClC1=C(C=C(C=C1)[C@]1(O)[C@H](OC(C)=O)[C@@H](OC(C)=O)[C@H](OC(C)=O)[C@H](O1)COC(C)=O)C(C1=CC=C(C=C1)COC)C#C (1-chloro-4-(2,3,4,6-tetra-O-acetyl-β-D-glucopyranos1-yl)-2-(4-methoxymethylethynyl-benzyl)-benzene), [OH-].[K+] (potassium hydroxide). The solvent is C(C)(=O)OCC (ethyl acetate), CO (methanol). Reaction conditions: time 1 hour. The product is ClC1=C(C=C(C=C1)[C@]1(O)[C@H](O)[C@@H](O)[C@H](O)[C@H](O1)CO)C(C1=CC=C(C=C1)COC)C#C (1-Chloro-2-(4-methoxymethylethynyl-benzyl)-4-(β-D-glucopyranos-1-yl)-benzene). Reaction SMILES: [Cl:1][C:2]1[CH:7]=[CH:6][C:5]([C@:8]2([O:26][C@H:25]([CH2:27][O:28]C(=O)C)[C@@H:20]([O:21]C(=O)C)[C@H:15]([O:16]C(=O)C)[C@H:10]2[O:11]C(=O)C)[OH:9])=[CH:4][C:3]=1[CH:32]([C:42]#[CH:43])[C:33]1[CH:38]=[CH:37][C:36]([CH2:39][O:40][CH3:41])=[CH:35][CH:34]=1.[OH-].[K+]>CO.C(OCC)(=O)C>[Cl:1][C:2]1[CH:7]=[CH:6][C:5]([C@:8]2([O:26][C@H:25]([CH2:27][OH:28])[C@@H:20]([OH:21])[C@H:15]([OH:16])[C@H:10]2[OH:11])[OH:9])=[CH:4][C:3]=1[CH:32]([C:42]#[CH:43])[C:33]1[CH:34]=[CH:35][C:36]([CH2:39][O:40][CH3:41])=[CH:37][CH:38]=1 |f:1.2|. Reported procedure: To a solution of 0.11 g 1-chloro-4-(2,3,4,6-tetra-O-acetyl-β-D-glucopyranos1-yl)-2-(4-methoxymethylethynyl-benzyl)-benzene in 2 mL methanol is added 0.85 mL of 1 M aqueous potassium hydroxide solution. The solution is stirred for 1 h at ambient temperature and then diluted with ethyl acetate. The resulting solution is washed with brine and dried over sodium sulfate. The solvent is evaporated and the residue is filtered through silica gel (dichloromethane/methanol 9:1->2:1).